Dataset: the Open Reaction Database (ORD), a public repository of structured organic reaction records. Task: describe an organic reaction: reactants, conditions, products, and yield Reactants: Cc1nnc(-c2ccc(Br)c(C)c2)o1, Cc1ccc(C(=O)Nc2nccs2)cc1B1OC(C)(C)C(C)(C)O1. Reaction SMILES: [Br:1][c:2]1[c:3]([CH3:14])[cH:4][c:5](-[c:8]2[o:9][c:10]([CH3:13])[n:11][n:12]2)[cH:6][cH:7]1.[CH3:15][c:16]1[c:17]([B:30]2[O:31][C:32]([CH3:33])([CH3:34])[C:35]([CH3:36])([CH3:37])[O:38]2)[cH:18][c:19]([C:20](=[O:21])[NH:22][c:23]2[s:24][cH:25][cH:26][n:27]2)[cH:28][cH:29]1>>[c:2]1(-[c:17]2[c:16]([CH3:15])[cH:29][cH:28][c:19]([C:20](=[O:21])[NH:22][c:23]3[s:24][cH:25][cH:26][n:27]3)[cH:18]2)[c:3]([CH3:14])[cH:4][c:5](-[c:8]2[o:9][c:10]([CH3:13])[n:11][n:12]2)[cH:6][cH:7]1. Product: Cc1nnc(-c2ccc(-c3cc(C(=O)Nc4nccs4)ccc3C)c(C)c2)o1. Starting materials: CC(=O)O[BH-](OC(C)=O)OC(C)=O, CC(=O)O, O=Cc1ccncc1, ClCCCl, ClCCl, [Na+], Cc1ccc(-c2nc3cc(N)ccc3o2)cc1. Yields the product Cc1ccc(-c2nc3cc(NCc4ccncc4)ccc3o2)cc1. Reaction SMILES: [C:30]([O:31][BH-:32]([O:33][C:34](=[O:35])[CH3:36])[O:37][C:38](=[O:39])[CH3:40])(=[O:41])[CH3:42].[CH3:18][C:19](=[O:20])[OH:21].[CH:22]([c:23]1[cH:24][cH:25][n:26][cH:27][cH:28]1)=[O:29].[Cl:44][CH2:45][CH2:46][Cl:47].[Cl:48][CH2:49][Cl:50].[Na+:43].[c:1]1([CH3:17])[cH:2][cH:3][c:4](-[c:7]2[o:8][c:9]3[c:10]([n:11]2)[cH:12][c:13]([NH2:16])[cH:14][cH:15]3)[cH:5][cH:6]1>>[c:1]1([CH3:17])[cH:2][cH:3][c:4](-[c:7]2[o:8][c:9]3[c:10]([n:11]2)[cH:12][c:13]([NH:16][CH2:22][c:23]2[cH:24][cH:25][n:26][cH:27][cH:28]2)[cH:14][cH:15]3)[cH:5][cH:6]1. Run in C(C)OCC (diethylether), C(C)OCC (diethylether). As a reaction SMILES: N1C=CC=CC=1.[F:7][C:8]1[CH:19]=[CH:18][C:11]2[C:12]([CH2:16]O)=[CH:13][CH2:14][O:15][C:10]=2[CH:9]=1.S(Cl)([Cl:22])=O>C(OCC)C>[F:7][C:8]1[CH:19]=[CH:18][C:11]2[C:12]([CH2:16][Cl:22])=[CH:13][CH2:14][O:15][C:10]=2[CH:9]=1. Reaction conditions: time 2 hour. Yields the product FC1=CC2=C(C(=CCO2)CCl)C=C1 (7-Fluoro-4-chloromethyl-2H-1-benzopyrane). Starting materials: N1=CC=CC=C1 (pyridine), FC1=CC2=C(C(=CCO2)CO)C=C1 (7-fluoro-4-hydroxymethyl-2H-1-benzopyrane), S(=O)(Cl)Cl (thionylchloride). Procedure details: 1.22 g of pyridine are added to 28 g of 7-fluoro-4-hydroxymethyl-2H-1-benzopyrane in 50 ml of diethylether. The mixture is cooled to 5° and 2 g of thionylchloride in 10 ml diethylether slowly added dropwise. The reaction is continued for 30 minutes at 5°-10° and 2 hours at room temperature. The resulting mixture is poured onto ice-water, the organic phase separated and the aqueous phase extracted with a further 20 ml of diethyl ether. The combined ether solutions are dried over MgSO4 and concent... Starting materials: C(=O)(C(F)(F)F)O (TFA), CN1C(OC2=C1C(=CC(=C2)NC(OC(C)(C)C)=O)C)=O (tert-butyl (3,4-dimethyl-2-oxo-2,3-dihydro-benzoxazol-6-yl)-carbamate). Solvent: C(Cl)Cl (DCM). Reaction conditions: time 1.5 hour. Yields the product NC1=CC2=C(N(C(O2)=O)C)C(=C1)C (6-amino-3,4-dimethyl-3H-benzoxazol-2-one). As a reaction SMILES: C(O)(C(F)(F)F)=O.[CH3:8][N:9]1[C:13]2[C:14]([CH3:26])=[CH:15][C:16]([NH:18]C(=O)OC(C)(C)C)=[CH:17][C:12]=2[O:11][C:10]1=[O:27]>C(Cl)Cl>[NH2:18][C:16]1[CH:15]=[C:14]([CH3:26])[C:13]2[N:9]([CH3:8])[C:10](=[O:27])[O:11][C:12]=2[CH:17]=1. Procedure details: 500 μL (6.58 mmol) TFA were added to 500 mg (1.80 mmol) tert-butyl (3,4-dimethyl-2-oxo-2,3-dihydro-benzoxazol-6-yl)-carbamate in 10 mL DCM and the mixture was stirred for 1.5 h at RT. Then the reaction mixture was evaporated down, the residue was made alkaline and extracted with DCM. The organic phase was dried on sodium sulphate, filtered and evaporated down. Yield: 35.4%. As a reaction SMILES: [C:1]([C:5]1[NH:6][C:7](=[C:10]([C:25]#[N:26])[C:11]2[CH:16]=[CH:15][N:14]=[C:13]([NH:17][CH2:18][CH2:19][CH2:20][NH:21][C:22](=[O:24])[CH3:23])[N:12]=2)[S:8][CH:9]=1)([CH3:4])([CH3:3])[CH3:2].[CH3:27]C(C)([O-])C.[K+].CI.C(O)(C(F)(F)F)=O>C1COCC1.C(Cl)Cl.CCOCC>[C:1]([C:5]1[NH:6][C:7](=[C:10]([C:25]#[N:26])[C:11]2[CH:16]=[CH:15][N:14]=[C:13]([N:17]([CH3:27])[CH2:18][CH2:19][CH2:20][NH:21][C:22](=[O:24])[CH3:23])[N:12]=2)[S:8][CH:9]=1)([CH3:4])([CH3:2])[CH3:3] |f:1.2|. Starting materials: C(=O)(C(F)(F)F)O (TFA), CC(C)([O-])C.[K+] (potassium tert-butoxide), CI (methyl iodide), C(C)(C)(C)C=1NC(SC1)=C(C1=NC(=NC=C1)NCCCNC(C)=O)C#N (N-[3-({4-[(4-tert-butyl-1,3-thiazol-2(3H)-ylidene)(cyano)methyl]pyrimidin-2-yl}amino)propyl]acetamide). Reported procedure: To suspension of N-[3-({4-[(4-tert-butyl-1,3-thiazol-2(3H)-ylidene)(cyano)methyl]pyrimidin-2-yl}amino)propyl]acetamide (290 mg, 0.68 mmol) in THF (7 ml) were added potassium tert-butoxide (91 mg, 0.81 mmol) and methyl iodide (0.085 mL, 1.35 mmol). The resulting mixture was stirred 2 h at rt. LC/MS analysis showed the presence two peaks with the same mass in a proportion of 7:3. The THF was evaporated and the residue was taken up in water and extracted with EtOAc (3×). The combined organic layer ... Product: C(C)(C)(C)C=1NC(SC1)=C(C1=NC(=NC=C1)N(CCCNC(C)=O)C)C#N (N-{3-[{4-[(4-tert-butyl-1,3-thiazol-2(3H)-ylidene)(cyano)methyl]pyrimidin-2-yl}(methyl)amino]propyl}acetamide). Run at time 2 hour. Run in CCOCC (ether), C1CCOC1 (THF), C(Cl)Cl (DCM). Reactants: FC=1C=CC(=C(C1)C(CC(C=NC=1C=CC=C2C=CC(=NC12)C(=O)N)(C(F)(F)F)O)(C)C)OC (8-[4-(5-fluoro-2-methoxyphenyl)-2-hydroxy-4-methyl-2-trifluoromethyl-pentylidenamino]quinoline-2-carboxylic acid amide), [BH4-].[Na+] (sodium borohydride). Run in CO (methanol), O1CCCC1 (tetrahydrofuran). Run at time 16 hour. Product: FC=1C=CC(=C(C1)C(CC(CNC=1C=CC=C2C=CC(=NC12)C(=O)N)(C(F)(F)F)O)(C)C)OC (8-[4-(5-Fluoro-2-methoxyphenyl)-2-hydroxy-4-methyl-2-trifluoromethylpentylamino]quinoline-2-carboxylic acid amide). RXN SMILES: [F:1][C:2]1[CH:3]=[CH:4][C:5]([O:33][CH3:34])=[C:6]([C:8]([CH3:32])([CH3:31])[CH2:9][C:10]([OH:30])([C:26]([F:29])([F:28])[F:27])[CH:11]=[N:12][C:13]2[CH:14]=[CH:15][CH:16]=[C:17]3[C:22]=2[N:21]=[C:20]([C:23]([NH2:25])=[O:24])[CH:19]=[CH:18]3)[CH:7]=1.[BH4-].[Na+]>CO.O1CCCC1>[F:1][C:2]1[CH:3]=[CH:4][C:5]([O:33][CH3:34])=[C:6]([C:8]([CH3:31])([CH3:32])[CH2:9][C:10]([OH:30])([C:26]([F:28])([F:27])[F:29])[CH2:11][NH:12][C:13]2[CH:14]=[CH:15][CH:16]=[C:17]3[C:22]=2[N:21]=[C:20]([C:23]([NH2:25])=[O:24])[CH:19]=[CH:18]3)[CH:7]=1 |f:1.2|. Reported procedure: 703 mg (1.47 mmol) of 8-[4-(5-fluoro-2-methoxyphenyl)-2-hydroxy-4-methyl-2-trifluoromethyl-pentylidenamino]quinoline-2-carboxylic acid amide in 10 ml of methanol and 5.0 ml of tetrahydrofuran are mixed with 449 mg (11.8 mmol) of sodium borohydride. After 16 hours, the solvent is concentrated by evaporation, the residue is taken up in water and ethyl acetate, extracted with ethyl acetate, and the combined organic phases are dried on sodium sulfate. After removal of the solvent and purification on... The reactants are C1(CCCCC1)=NO (cyclohexanone oxime), C(C)(=O)OC(=C)C (isopropenyl acetate), CC(C#N)(O)C (acetone cyanohydrin), di(η5 -pentamethylcyclopentadienyl)samarium. Conditions: temperature 25 celsius, time 3 hour. Solvent: C1(=CC=CC=C1)C (toluene). Reported procedure: A mixture of 0.115 g (1 mmole) of cyclohexanone oxime, 0.1 g (1 mmole) of isopropenyl acetate, 0.085 g (1 mmole) of acetone cyanohydrin, 0.045 g (0.1 mmole) of di(η5 -pentamethylcyclopentadienyl)samarium [Cp*2Sm(THF)2 ], and 1 ml of toluene was stirred at 25° C. for 3 hours. 1-acetyloxyamino-1-cyanocyclohexane was formed in the reaction mixture in a 60% yield, and the conversion of cyclohexanone oxime was 72%. The product is C(C)(=O)ONC1(CCCCC1)C#N (1-acetyloxyamino-1-cyanocyclohexane). As a reaction SMILES: [C:1]1(=[N:7][OH:8])[CH2:6][CH2:5][CH2:4][CH2:3][CH2:2]1.[C:9]([O:12]C(C)=C)(=O)[CH3:10].CC(C)(O)[C:18]#[N:19]>C1(C)C=CC=CC=1>[C:9]([O:8][NH:7][C:1]1([C:18]#[N:19])[CH2:6][CH2:5][CH2:4][CH2:3][CH2:2]1)(=[O:12])[CH3:10]. The yield is 60.0%.